This data is from the Open Reaction Database (ORD), a public repository of structured organic reaction records. The task is: describe an organic reaction: reactants, conditions, products, and yield The reactants are C(C)(C)(C)C1=CC=CC(=N1)NC1=C(N=NC(=C1)Cl)C(=O)N (4-(6-tert-butylpyridin-2-ylamino)-6-chloropyridazine-3-carboxamide), N[C@H]1[C@H](COCC1)NC(OC(C)(C)C)=O (tert-butyl (3R,4R)-4-aminotetrahydro-2H-pyran-3-ylcarbamate), N[C@H]1[C@H](COCC1)NC(OC(C)(C)C)=O (tert-butyl (3R,4R)-4-aminotetrahydro-2H-pyran-3-ylcarbamate), N[C@H]1[C@H](COCC1)NC(OC(C)(C)C)=O (tert-butyl (3R,4R)-4-aminotetrahydro-2H-pyran-3-ylcarbamate). The solvent is CN1CCCC1=O (NMP). Conditions: temperature 130 celsius, time 24 hour. Yields the product C(C)(C)(C)C1=CC=CC(=N1)NC=1C=C(N=NC1C(N)=O)N[C@H]1[C@H](COCC1)NC(OC(C)(C)C)=O (tert-butyl (3R,4R)-4-(5-(6-tert-butylpyridin-2-ylamino)-6-carbamoylpyridazin-3-ylamino)tetrahydro-2H-pyran-3-ylcarbamate). Yield: 46.0%. As a reaction SMILES: [C:1]([C:5]1[N:10]=[C:9]([NH:11][C:12]2[CH:17]=[C:16](Cl)[N:15]=[N:14][C:13]=2[C:19]([NH2:21])=[O:20])[CH:8]=[CH:7][CH:6]=1)([CH3:4])([CH3:3])[CH3:2].[NH2:22][C@@H:23]1[CH2:28][CH2:27][O:26][CH2:25][C@@H:24]1[NH:29][C:30](=[O:36])[O:31][C:32]([CH3:35])([CH3:34])[CH3:33]>CN1C(=O)CCC1>[C:1]([C:5]1[N:10]=[C:9]([NH:11][C:12]2[CH:17]=[C:16]([NH:22][C@@H:23]3[CH2:28][CH2:27][O:26][CH2:25][C@@H:24]3[NH:29][C:30](=[O:36])[O:31][C:32]([CH3:34])([CH3:33])[CH3:35])[N:15]=[N:14][C:13]=2[C:19](=[O:20])[NH2:21])[CH:8]=[CH:7][CH:6]=1)([CH3:4])([CH3:3])[CH3:2]. Procedure details: A resealable pressure tube was charged with 4-(6-tert-butylpyridin-2-ylamino)-6-chloropyridazine-3-carboxamide (100 mg, 327 μmol) dissolved in NMP (2.00 mL) To this solution was added tert-butyl (3R,4R)-4-aminotetrahydro-2H-pyran-3-ylcarbamate (70.7 mg, 327 μmol) and the reaction mixture was heated in an oil bath with stirring at 130° C. for 24 h. Added additional tert-butyl (3R,4R)-4-aminotetrahydro-2H-pyran-3-ylcarbamate (70.7 mg, 327 μmol) and reaction continued for 24 h. Added more tert-buty...